From a dataset of the Open Reaction Database (ORD), a public repository of structured organic reaction records. describe an organic reaction: reactants, conditions, products, and yield The reactants are [IH2+] (iodonium), C(C)C1=C(C=C(C=C1)Br)B(O)O (2-ethyl-5-bromophenylboronic acid), O.[OH-].[Li+] (lithium hydroxide monohydrate), COCCOC (1,2-dimethoxyethane). Reagents/catalysts: C(C)(=O)[O-].[Pd+2].C(C)(=O)[O-] (palladium(II) acetate). Run in O (water). Run at temperature 50 celsius, time 8 hour. The product is BrC=1C=CC(=C(C1)C1C(CC2(CCOCC2)CC1=O)=O)CC (9-(5-bromo-2-ethylphenyl)-3-oxaspiro[5.5]undecane-8,10-dione). RXN SMILES: [IH2+].[CH2:2]([C:4]1[CH:9]=[CH:8][C:7]([Br:10])=[CH:6][C:5]=1B(O)O)[CH3:3].[OH2:14].[OH-:15].[Li+].CO[CH2:19][CH2:20][O:21][CH3:22]>O.C([O-])(=O)C.[Pd+2].C([O-])(=O)C>[Br:10][C:7]1[CH:8]=[CH:9][C:4]([CH2:2][CH3:3])=[C:5]([CH:7]2[C:8](=[O:14])[CH2:9][C:4]3([CH2:19][CH2:20][O:21][CH2:22][CH2:2]3)[CH2:5][C:6]2=[O:15])[CH:6]=1 |f:2.3.4,7.8.9|. Procedure details: A portion of the iodonium ylide (2.0 g, 5.21 mmol) is added to a mixture of 2-ethyl-5-bromophenylboronic acid (1.43 g, 6.25 mmol), palladium(II) acetate (59 mg, 0.26 mmol) and lithium hydroxide monohydrate (0.656 g, 15.6 mmol) in 1,2-dimethoxyethane (40 ml) and water (10 ml), and the mixture is heated at 50° C. for 6 hours, and then allowed to stand at room temperature overnight. The mixture is filtered through diatomaceous earth, washing the filter cake with water (50 ml) and ethyl acetate (50 ...